From a dataset of the Open Reaction Database (ORD), a public repository of structured organic reaction records. describe an organic reaction: reactants, conditions, products, and yield The reactants are FC(C)(F)C1=CC(=NO1)CO ([5-(1,1-difluoroethyl)isoxazol-3-yl]methanol), S(=O)(Cl)Cl (thionyl chloride). Solvent: ClCCl (dichloromethane). Run at time 1 hour. Product: ClCC1=NOC(=C1)C(C)(F)F (3-(chloromethyl)-5-(1,1-difluoroethyl)isoxazole). As a reaction SMILES: [F:1][C:2]([C:5]1[O:9][N:8]=[C:7]([CH2:10]O)[CH:6]=1)([F:4])[CH3:3].S(Cl)([Cl:14])=O>ClCCl>[Cl:14][CH2:10][C:7]1[CH:6]=[C:5]([C:2]([F:4])([F:1])[CH3:3])[O:9][N:8]=1. Procedure details: 1.00 g of [5-(1,1-difluoroethyl)isoxazol-3-yl]methanol was dissolved in 10 ml of dichloromethane, and 0.8 ml of thionyl chloride was then added. The mixture was stirred at room temperature for 1 hour. The reaction mixture was concentrated under reduced pressure to obtain 1.11 g of 3-(chloromethyl)-5-(1,1-difluoroethyl)isoxazole. The reactants are O.[OH-].[Li+] (lithium hydroxide monohydrate), C(C)OC(=O)C=1N=NC(=CC1)OCC=1N(N=NC1C1=CC=C(C=C1)F)C (6-[5-(4-fluoro-phenyl)-3-methyl-3H-[1,2,3]triazol-4-ylmethoxy]-pyridazine-3-carboxylic acid ethyl ester). Run in O (water), C1CCOC1 (THF). Conditions: time 16 hour. The product is FC1=CC=C(C=C1)C1=C(N(N=N1)C)COC1=CC=C(N=N1)C(=O)O (6-[5-(4-Fluoro-phenyl)-3-methyl-3H-[1,2,3]triazol-4-ylmethoxy]-pyridazine-3-carboxylic acid). Isolated yield 98.9%. As a reaction SMILES: O.[OH-].[Li+].C([O:6][C:7]([C:9]1[N:10]=[N:11][C:12]([O:15][CH2:16][C:17]2[N:18]([CH3:29])[N:19]=[N:20][C:21]=2[C:22]2[CH:27]=[CH:26][C:25]([F:28])=[CH:24][CH:23]=2)=[CH:13][CH:14]=1)=[O:8])C>O.C1COCC1>[F:28][C:25]1[CH:24]=[CH:23][C:22]([C:21]2[N:20]=[N:19][N:18]([CH3:29])[C:17]=2[CH2:16][O:15][C:12]2[N:11]=[N:10][C:9]([C:7]([OH:8])=[O:6])=[CH:14][CH:13]=2)=[CH:27][CH:26]=1 |f:0.1.2|. Reported procedure: A solution of lithium hydroxide monohydrate (111 mg, 3.09 mmol) in water (5 mL) was added dropwise to a suspension of 6-[5-(4-fluoro-phenyl)-3-methyl-3H-[1,2,3]triazol-4-ylmethoxy]-pyridazine-3-carboxylic acid ethyl ester (471 mg, 1.32 mmol) in THF (5 mL). The reaction mixture was then stirred at room temperature for 16 h. The reaction mixture was then evaporated and the residue dissolved in water, acidified with HCl (1N), and the resulting precipitate filtered off to afford the title product (4... Starting materials: CC(=O)OCC1=C(C(=O)O)N2C(=O)C(NC(=O)Cc3csc(=O)s3)C2SC1, O=C([O-])O, CC(C)(C)n1nn[nH]c1=S, CC(C)OC(C)C, [K+], [Na+], [Na], C1CCOC1, O, N#C[S-]. Yields the product CC(C)(C)n1nnnc1SCC1=C(C(=O)O)N2C(=O)C(NC(=O)Cc3csc(=O)s3)C2SC1. As a reaction SMILES: [C:2]([O:3][CH2:6][C:7]1=[C:8]([C:26](=[O:27])[OH:28])[N:9]2[C:10](=[O:25])[CH:11]([NH:15][C:16]([CH2:17][c:18]3[s:19][c:20](=[O:23])[s:21][cH:22]3)=[O:24])[CH:12]2[S:13][CH2:14]1)(=[O:4])[CH3:5].[C:33](=[O:34])([OH:35])[O-:36].[C:38]([CH3:39])([CH3:40])([CH3:41])[n:42]1[n:43][n:44][nH:45][c:46]1=[S:47].[CH:48]([O:49][CH:50]([CH3:51])[CH3:52])([CH3:53])[CH3:54].[K+:29].[Na+:37].[Na:1].[O:56]1[CH2:57][CH2:58][CH2:59][CH2:60]1.[OH2:55].[S-:30][C:31]#[N:32]>>[CH2:6]([C:7]1=[C:8]([C:26](=[O:27])[OH:28])[N:9]2[C:10](=[O:25])[CH:11]([NH:15][C:16]([CH2:17][c:18]3[s:19][c:20](=[O:23])[s:21][cH:22]3)=[O:24])[CH:12]2[S:13][CH2:14]1)[S:47][c:46]1[n:42]([C:38]([CH3:39])([CH3:40])[CH3:41])[n:43][n:44][n:45]1. The reactants are C([O-])([O-])=O.[K+].[K+] (potassium carbonate), C(C)(C)(C)C1CCNCC1 (4-tert-butylpiperidine), BrCC#C (1-bromoprop-2-yne). Solvent: CC(=O)C (acetone), CC(=O)C (acetone). Run at temperature 0 celsius. Yields the product C(C)(C)(C)C1CCN(CC1)CC#C (4-tert-butyl-1-(prop-2-ynyl)piperidine). Isolated yield 83.6%. Reaction SMILES: C(=O)([O-])[O-].[K+].[K+].[C:7]([CH:11]1[CH2:16][CH2:15][NH:14][CH2:13][CH2:12]1)([CH3:10])([CH3:9])[CH3:8].Br[CH2:18][C:19]#[CH:20]>CC(C)=O>[C:7]([CH:11]1[CH2:16][CH2:15][N:14]([CH2:20][C:19]#[CH:18])[CH2:13][CH2:12]1)([CH3:10])([CH3:9])[CH3:8] |f:0.1.2|. Procedure: Anhydrous potassium carbonate (196 g) was added to a solution of 4-tert-butylpiperidine (98.9 g) in anhydrous acetone (1.2 liters) and the resulting suspension was cooled to 0° C., with stirring under an inert atmosphere. A solution of 1-bromoprop-2-yne (87.5 g) in anhydrous acetone (100 ml) was then added dropwise, the temperature being maintained below 5° C. The reaction mixture was then stirred at ambient temperature for 24 hours, filtered and the filtrate was evaporated under reduced pressur... Reactants: Cc1c(Cl)cc[n+]([O-])c1C, [Na+], C1COCCO1, [OH-], O, SCc1ccco1. Yields the product Cc1c(SCc2ccco2)cc[n+]([O-])c1C. Reaction SMILES: [Cl:10][c:11]1[c:12]([CH3:19])[c:13]([CH3:18])[n+:14]([O-:17])[cH:15][cH:16]1.[Na+:2].[O:20]1[CH2:21][CH2:22][O:23][CH2:24][CH2:25]1.[OH-:1].[OH2:26].[o:3]1[c:4]([CH2:8][SH:9])[cH:5][cH:6][cH:7]1>>[o:3]1[c:4]([CH2:8][S:9][c:11]2[c:12]([CH3:19])[c:13]([CH3:18])[n+:14]([O-:17])[cH:15][cH:16]2)[cH:5][cH:6][cH:7]1. The reactants are [H-].[Al+3].[Li+].[H-].[H-].[H-] (lithium aluminum hydride), C(C)(C)(C)OC(CC(C(=O)N(C)OC)NS(=O)(=O)C1=C(C=C(C=C1)C(N)=O)OCCC1=C2C=CC=NC2=CC=C1)=O (3-[4-carbamoyl-2-(2-quinolin-5-yl-ethoxy)-benzenesulfonylamino]-N-methoxy-N-methyl-succinamic acid tert-butyl ester). The solvent is C(C)OCC (diethyl ether), C(C)OCC (diethyl ether), C(C)(=O)OCC (ethyl acetate). Run at temperature -65 celsius, time 2 hour. Product: C(C)(C)(C)OC(C[C@@H](C=O)NS(=O)(=O)C1=C(C=C(C=C1)C(N)=O)OCCC1=C2C=CC=NC2=CC=C1)=O ((S)-3-[4-carbamoyl-2-(2-quinolin-5-yl-ethoxy)-benzenesulfonylamino]-4-oxo-butyric acid tert-butyl ester). Reaction SMILES: [H-].[Al+3].[Li+].[H-].[H-].[H-].[C:7]([O:11][C:12](=[O:47])[CH2:13][CH:14]([NH:21][S:22]([C:25]1[CH:30]=[CH:29][C:28]([C:31](=[O:33])[NH2:32])=[CH:27][C:26]=1[O:34][CH2:35][CH2:36][C:37]1[CH:46]=[CH:45][CH:44]=[C:43]2[C:38]=1[CH:39]=[CH:40][CH:41]=[N:42]2)(=[O:24])=[O:23])[C:15](N(OC)C)=[O:16])([CH3:10])([CH3:9])[CH3:8]>C(OCC)C.C(OCC)(=O)C>[C:7]([O:11][C:12](=[O:47])[CH2:13][C@H:14]([NH:21][S:22]([C:25]1[CH:30]=[CH:29][C:28]([C:31](=[O:33])[NH2:32])=[CH:27][C:26]=1[O:34][CH2:35][CH2:36][C:37]1[CH:46]=[CH:45][CH:44]=[C:43]2[C:38]=1[CH:39]=[CH:40][CH:41]=[N:42]2)(=[O:24])=[O:23])[CH:15]=[O:16])([CH3:10])([CH3:8])[CH3:9] |f:0.1.2.3.4.5|. Procedure: To a −65° C. solution of lithium aluminum hydride (0.51 mL, 1M in diethyl ether) in diethyl ether (5 mL) was added a solution of 3-[4-carbamoyl-2-(2-quinolin-5-yl-ethoxy)-benzenesulfonylamino]-N-methoxy-N-methyl-succinamic acid tert-butyl ester (0.10 g, 0.17 mmol) in diethyl ether (5 mL). The reaction was stirred at −65° C. for 2 h. The reaction was then diluted with ethyl acetate (100 mL) and washed with 10% potassium hydrogen sulfate and then saturated sodium chloride, dried over magnesium sul... Reactants: CC1(CC1)C(=O)OC1=CC=C(C=C1)C(C(=O)NC=1C=C2C=CN=CC2=CC1)CNC(=O)OC(C)(C)C (4-(3-(tert-butoxycarbonylamino)-1-(isoquinolin-6-ylamino)-1-oxopropan-2-yl)phenyl 1-methylcyclopropanecarboxylate), Cl (HCl). Solvent: C(Cl)Cl (CH2Cl2). Run at time 9 hour. Product: Cl.Cl.CC1(CC1)C(=O)OC1=CC=C(C=C1)C(C(=O)NC=1C=C2C=CN=CC2=CC1)CN (4-(3-amino-1-(isoquinolin-6-ylamino)-1-oxopropan-2-yl)phenyl 1-methylcyclopropanecarboxylate dihydrochloride). As a reaction SMILES: [CH3:1][C:2]1([C:5]([O:7][C:8]2[CH:13]=[CH:12][C:11]([CH:14]([CH2:28][NH:29]C(OC(C)(C)C)=O)[C:15]([NH:17][C:18]3[CH:19]=[C:20]4[C:25](=[CH:26][CH:27]=3)[CH:24]=[N:23][CH:22]=[CH:21]4)=[O:16])=[CH:10][CH:9]=2)=[O:6])[CH2:4][CH2:3]1.[ClH:37]>C(Cl)Cl>[ClH:37].[ClH:37].[CH3:1][C:2]1([C:5]([O:7][C:8]2[CH:9]=[CH:10][C:11]([CH:14]([CH2:28][NH2:29])[C:15]([NH:17][C:18]3[CH:19]=[C:20]4[C:25](=[CH:26][CH:27]=3)[CH:24]=[N:23][CH:22]=[CH:21]4)=[O:16])=[CH:12][CH:13]=2)=[O:6])[CH2:3][CH2:4]1 |f:3.4.5|. Procedure details: To 4-(3-(tert-butoxycarbonylamino)-1-(isoquinolin-6-ylamino)-1-oxopropan-2-yl)phenyl 1-methylcyclopropanecarboxylate (E11) in CH2Cl2 was added HCl (4N in dioxane) and the solution was stirred for 8-10 h. The solvents were evaporated to give pure 4-(3-amino-1-(isoquinolin-6-ylamino)-1-oxopropan-2-yl)phenyl 1-methylcyclopropanecarboxylate dihydrochloride (E12).